Dataset: the Open Reaction Database (ORD), a public repository of structured organic reaction records. Task: describe an organic reaction: reactants, conditions, products, and yield The reactants are CN1C(C(C2=CC=CC=C12)(C)C)=C (1,3,3-trimethyl-2-methyleneindoline), N(=O)C1(CC=CC2=CC=CC=C12)O (1-nitroso-naphthol), C(C)O (ethanol). Product: CN1C2=CC=CC=C2C(C12C=NC1=C(O2)C=CC2=CC=CC=C21)(C)C (1,3,3-trimethylspiro[2H-indole-2,3'-3H-naphth[2,1-b][1,4]oxazine]). RXN SMILES: [CH3:1][N:2]1[C:10]2[C:5](=[CH:6][CH:7]=[CH:8][CH:9]=2)[C:4]([CH3:12])([CH3:11])[C:3]1=[CH2:13].[N:14]([C:16]1(O)[C:25]2[C:20](=[CH:21][CH:22]=[CH:23][CH:24]=2)[CH:19]=[CH:18][CH2:17]1)=O.C([OH:29])C>>[CH3:1][N:2]1[C:3]2([O:29][C:17]3[CH:18]=[CH:19][C:20]4[C:25]([C:16]=3[N:14]=[CH:13]2)=[CH:24][CH:23]=[CH:22][CH:21]=4)[C:4]([CH3:11])([CH3:12])[C:5]2[C:10]1=[CH:9][CH:8]=[CH:7][CH:6]=2. Procedure: A mixture of 1,3,3-trimethyl-2-methyleneindoline (3.62 g; 0.021 mol) and 1-nitroso-naphthol (3.46 g; 0.02 mol) in ethanol (80.0 ml) was heated under reflux for 2 h. The solution was evaporated and the residue flash-chromatographed over silica (eluent: dichloromethane) to give 1,3,3-trimethylspiro[2H-indole-2,3'-3H-naphth[2,1-b][1,4]oxazine] as a pale yellow solid (3.96 g; 60%), m.pt. 127°-130° C. ##STR29## Reactants: CN(C(=O)OCc1ccccc1)n1c(C(=O)O)c(-c2ccccc2)c2cc(Cl)ccc2c1=O, COc1ccc(CO)cc1. The product is COc1ccc(COC(=O)c2c(-c3ccccc3)c3cc(Cl)ccc3c(=O)n2N(C)C(=O)OCc2ccccc2)cc1. As a reaction SMILES: [CH2:1]([c:2]1[cH:3][cH:4][cH:5][cH:6][cH:7]1)[O:8][C:9](=[O:10])[N:11]([n:12]1[c:13](=[O:32])[c:14]2[cH:15][cH:16][c:17]([Cl:31])[cH:18][c:19]2[c:20](-[c:25]2[cH:26][cH:27][cH:28][cH:29][cH:30]2)[c:21]1[C:22](=[O:23])[OH:24])[CH3:33].[CH3:34][O:35][c:36]1[cH:37][cH:38][c:39]([CH2:40][OH:41])[cH:42][cH:43]1>>[CH2:1]([c:2]1[cH:3][cH:4][cH:5][cH:6][cH:7]1)[O:8][C:9](=[O:10])[N:11]([n:12]1[c:13](=[O:32])[c:14]2[cH:15][cH:16][c:17]([Cl:31])[cH:18][c:19]2[c:20](-[c:25]2[cH:26][cH:27][cH:28][cH:29][cH:30]2)[c:21]1[C:22]([O:23][CH2:40][c:39]1[cH:38][cH:37][c:36]([O:35][CH3:34])[cH:43][cH:42]1)=[O:24])[CH3:33]. Reactants: C(C)(=O)OC1CC2=CC([C@H]3[C@@H]4CC[C@H](C(C)O[Si](C)(C)C(C)(C)C)[C@]4(CC[C@@H]3[C@]2(CC1)C)C)=O (3-acetoxy-20-tert-butyldimethylsilyloxy-pregn-5-en-7-one), product, solution, C[Mg]Cl (methyl magnesium chloride). The solvent is O1CCCC1 (tetrahydrofuran), O1CCCC1 (tetrahydrofuran). Product: [Si](C)(C)(C(C)(C)C)OC(C)[C@H]1CC[C@H]2[C@@H]3C(C=C4CC(CC[C@]4(C)[C@H]3CC[C@]12C)O)(O)C (20-tert-Butyldimethylsilyloxy-7-methyl-pregn-5-ene-3,7-diol). RXN SMILES: C([O:4][CH:5]1[CH2:31][CH2:30][C@@:29]2([CH3:32])[C:7](=[CH:8][C:9](=[O:34])[C@@H:10]3[C@@H:28]2[CH2:27][CH2:26][C@@:25]2([CH3:33])[C@H:11]3[CH2:12][CH2:13][C@@H:14]2[CH:15]([O:17][Si:18]([C:21]([CH3:24])([CH3:23])[CH3:22])([CH3:20])[CH3:19])[CH3:16])[CH2:6]1)(=O)C.[CH3:35][Mg]Cl>O1CCCC1>[Si:18]([O:17][CH:15]([C@@H:14]1[C@:25]2([CH3:33])[C@H:11]([C@H:10]3[C@H:28]([CH2:27][CH2:26]2)[C@:29]2([CH3:32])[C:7]([CH2:6][CH:5]([OH:4])[CH2:31][CH2:30]2)=[CH:8][C:9]3([CH3:35])[OH:34])[CH2:12][CH2:13]1)[CH3:16])([C:21]([CH3:23])([CH3:22])[CH3:24])([CH3:20])[CH3:19]. Procedure: A solution of 3-acetoxy-20-tert-butyldimethylsilyloxy-pregn-5-en-7-one (279 gm, 0.57 mol, product of Step 3) in tetrahydrofuran (5.6 L) was cooled to 4° C. A 3M solution of methyl magnesium chloride in tetrahydrofuran (1.037 L, 3.1 mol) was added at such a rate as to keep the temperature 0° C. The ice bath was removed and the reaction allowed to warm to room temperature overnight. The reaction was cooled in an ice bath and quenched with a 20% solution of ammonium chloride (3 L). The organic laye... The reactants are C(C)OC(\C=C(/C)\OC1=CC=C(C=C1)CC(C)(C)O)=O ((E)-3-[4-(2-hydroxy-2-methyl-propyl)-phenoxy]-but-2-enoic acid ethyl ester), BrN1C(CCC1=O)=O (N-bromosuccinimide), N(=NC(C#N)(CC(C)C)C)C(C#N)(CC(C)C)C (2,2′-azobis(2,4′-dimethylvaleronitrile)). Solvent: ClCCl (dichloromethane). Yields the product C(C)OC(\C=C(/CBr)\OC1=CC=C(C=C1)CC(C)(C)O)=O ((E)-4-bromo-3-[4-(2-hydroxy-2-methyl-propyl)-phenoxy]-but-2-enoic acid ethyl ester). RXN SMILES: [CH2:1]([O:3][C:4](=[O:20])/[CH:5]=[C:6](/[O:8][C:9]1[CH:14]=[CH:13][C:12]([CH2:15][C:16]([OH:19])([CH3:18])[CH3:17])=[CH:11][CH:10]=1)\[CH3:7])[CH3:2].[Br:21]N1C(=O)CCC1=O.N(C(C)(CC(C)C)C#N)=NC(C)(CC(C)C)C#N>ClCCl>[CH2:1]([O:3][C:4](=[O:20])/[CH:5]=[C:6](/[O:8][C:9]1[CH:10]=[CH:11][C:12]([CH2:15][C:16]([OH:19])([CH3:18])[CH3:17])=[CH:13][CH:14]=1)\[CH2:7][Br:21])[CH3:2]. Procedure details: A solution of (E)-3-[4-(2-hydroxy-2-methyl-propyl)-phenoxy]-but-2-enoic acid ethyl ester (0.500 g, 1.80 mmol) in dichloromethane (40 mL) was treated with N-bromosuccinimide (0.350 g, 1.97 mmol) and 2,2′-azobis(2,4′-dimethylvaleronitrile) (0.045 g, 0.18 mmol) under nitrogen. The mixture was then refluxed for 5 h, cooled and concentrated in vacuo. The residue was purified by flash column chromatography (silica gel, 0% to 30% ethyl acetate/hexanes) to afford the intermediate (E)-4-bromo-3-[4-(2-hyd... Starting materials: [Ag](I)Br (silver bromide-iodide), C(CCCCCCCCCCCCCCCCCCCCC)(=O)[O-].[Na+] (sodium behenate), C(CCCCCCCCCCCCCCCCCCCCC)(=O)[O-].[Na+] (sodium behenate), [Ag]Br (silver bromide), [Br-].[K+] (potassium bromide), [Ag] (silver), [Ag](I)Br (silver bromide-iodide), C(CCCCCCCCCCCCCCCCCCCCC)(=O)[O-].[Na+] (sodium behenate), [N+](=O)([O-])[O-].[Ag+] (silver nitrate). The solvent is O (water), O (water). Yields the product C(CCCCCCCCCCCCCCCCCCCCC)(=O)[O-].[Ag+] (silver behenate). As a reaction SMILES: [Ag:1](Br)I.[C:4]([O-:27])(=[O:26])[CH2:5][CH2:6][CH2:7][CH2:8][CH2:9][CH2:10][CH2:11][CH2:12][CH2:13][CH2:14][CH2:15][CH2:16][CH2:17][CH2:18][CH2:19][CH2:20][CH2:21][CH2:22][CH2:23][CH2:24][CH3:25].[Na+].[N+]([O-])([O-])=O.[Ag+].[Ag].[Ag]Br.[Br-].[K+]>O>[C:4]([O-:27])(=[O:26])[CH2:5][CH2:6][CH2:7][CH2:8][CH2:9][CH2:10][CH2:11][CH2:12][CH2:13][CH2:14][CH2:15][CH2:16][CH2:17][CH2:18][CH2:19][CH2:20][CH2:21][CH2:22][CH2:23][CH2:24][CH3:25].[Ag+:1] |f:1.2,3.4,7.8,10.11|. Reported procedure: A silver behenate dispersion was prepared as described for INVENTION EXAMPLE 1, except that the dispersing medium used was a solution of 29.4 g of gelatin (type 7598 from AGFA GELATINFABRIK vorm. KOEPFF & SOEHNE) in 731 mL of distilled water instead of 30 g of type 7598 gelatin in 750 mL of distilled water and in addition contained 18.7 g of a silver bromide-iodide emulsion with 0.7 g of gelatin and 5.03 g of silver bromide-iodide (consisting of 99.7 mol % of silver bromide and 0.3 mol % of silv... The reactants are CC(C)(C)[S@@](=O)N[C@@](CF)(C[C@@H](C(F)(F)F)O)C1=C(C(=CC=C1)C)F ((R)-2-methyl-N-((2S,4S)-1,5,5,5-tetrafluoro-2-(2-fluoro-3-methylphenyl)-4-hydroxypentan-2-yl)propane-2-sulfinamide), Cl (hydrogen chloride), 4.0m, O1CCOCC1 (1,4-dioxane). The solvent is C(Cl)Cl (DCM), CO (MeOH). Reaction conditions: time 15 minute. Product: N[C@](C[C@@H](C(F)(F)F)O)(CF)C1=C(C(=CC=C1)C)F ((2S,4S)-4-amino-1,1,1,5-tetrafluoro-4-(2-fluoro-3-methylphenyl)pentan-2-ol). Reaction SMILES: CC([S@]([NH:7][C@:8]([C:18]1[CH:23]=[CH:22][CH:21]=[C:20]([CH3:24])[C:19]=1[F:25])([CH2:11][C@H:12]([OH:17])[C:13]([F:16])([F:15])[F:14])[CH2:9][F:10])=O)(C)C.Cl.O1CCOCC1>C(Cl)Cl.CO>[NH2:7][C@@:8]([C:18]1[CH:23]=[CH:22][CH:21]=[C:20]([CH3:24])[C:19]=1[F:25])([CH2:9][F:10])[CH2:11][C@H:12]([OH:17])[C:13]([F:15])([F:16])[F:14]. Reported procedure: To a solution of (R)-2-methyl-N-((2S,4S)-1,5,5,5-tetrafluoro-2-(2-fluoro-3-methylphenyl)-4-hydroxypentan-2-yl)propane-2-sulfinamide (2.0 g, 5.16 mmol) in DCM (20 mL) and MeOH (10 mL) was added hydrogen chloride, 4.0m solution in 1,4-dioxane (12.91 ml, 51.6 mmol) and stirred at rt for 15 min. The reaction went to completion, concentrated, diluted with DCM and washed with 1N NaOH. The organic phase was separated, dried over Na2SO4, filtered and concentrated to afford (2S,4S)-4-amino-1,1,1,5-tetraf... Starting materials: FC(C1=CC(=NC=2N1N=CC2C(=O)O)C2=CC(=CC=C2)C(F)(F)F)(F)F (7-trifluoromethyl-5-(3-trifluoromethyl-phenyl)-pyrazolo[1,5-a]pyrimidine-3-carboxylic acid), NC1=NC=C(C(=N)NO)C=C1 (6-amino-N-hydroxy-nicotinamidine). Product: FC(C1=CC(=NC=2N1N=CC2C2=NC(=NO2)C=2C=CC(=NC2)N)C2=CC(=CC=C2)C(F)(F)F)(F)F (5-{5-[7-Trifluoromethyl-5-(3-trifluoromethyl-phenyl)-pyrazolo[1,5-a]pyrimidin-3-yl]-[1,2,4]oxadiazol-3-yl}-pyridin-2-ylamine). As a reaction SMILES: [F:1][C:2]([F:26])([F:25])[C:3]1[N:8]2[N:9]=[CH:10][C:11]([C:12](O)=O)=[C:7]2[N:6]=[C:5]([C:15]2[CH:20]=[CH:19][CH:18]=[C:17]([C:21]([F:24])([F:23])[F:22])[CH:16]=2)[CH:4]=1.[NH2:27][C:28]1[CH:37]=[CH:36][C:31]([C:32]([NH:34][OH:35])=[NH:33])=[CH:30][N:29]=1>>[F:26][C:2]([F:1])([F:25])[C:3]1[N:8]2[N:9]=[CH:10][C:11]([C:12]3[O:35][N:34]=[C:32]([C:31]4[CH:36]=[CH:37][C:28]([NH2:27])=[N:29][CH:30]=4)[N:33]=3)=[C:7]2[N:6]=[C:5]([C:15]2[CH:20]=[CH:19][CH:18]=[C:17]([C:21]([F:24])([F:23])[F:22])[CH:16]=2)[CH:4]=1. Reported procedure: The title compound was prepared from 7-trifluoromethyl-5-(3-trifluoromethyl-phenyl)-pyrazolo[1,5-a]pyrimidine-3-carboxylic acid (example C.31) (188 mg, 0.5 mmol) and 6-amino-N-hydroxy-nicotinamidine (example B.4) (114 mg, 0.75 mmol) according to general procedure II. Obtained after purification by flash chromatography (ethyl acetate/heptane) and crystallization (dichloromethane/hexane) as a yellow solid (22 mg, 9%). MS (ISP) 492.1 [(M+H)+]; mp 264° C.